Dataset: the Open Reaction Database (ORD), a public repository of structured organic reaction records. Task: describe an organic reaction: reactants, conditions, products, and yield The reactants are CC(O)(C(=O)Nc1ccc(S(=O)(=O)Cl)c(Cl)c1Cl)C(F)(F)F, ClCCl, COc1ccc(N)cn1, c1ccncc1. Yields the product COc1ccc(NS(=O)(=O)c2ccc(NC(=O)C(C)(O)C(F)(F)F)c(Cl)c2Cl)cn1. As a reaction SMILES: [Cl:1][c:2]1[c:3]([NH:13][C:14]([C:15]([C:16]([F:17])([F:18])[F:19])([CH3:20])[OH:21])=[O:22])[cH:4][cH:5][c:6]([S:9](=[O:10])(=[O:11])[Cl:12])[c:7]1[Cl:8].[Cl:38][CH2:39][Cl:40].[NH2:29][c:30]1[cH:31][cH:32][c:33]([O:36][CH3:37])[n:34][cH:35]1.[cH:23]1[cH:24][cH:25][n:26][cH:27][cH:28]1>>[Cl:1][c:2]1[c:3]([NH:13][C:14]([C:15]([C:16]([F:17])([F:18])[F:19])([CH3:20])[OH:21])=[O:22])[cH:4][cH:5][c:6]([S:9](=[O:10])(=[O:11])[NH:29][c:30]2[cH:31][cH:32][c:33]([O:36][CH3:37])[n:34][cH:35]2)[c:7]1[Cl:8]. Starting materials: [H-].[Na+] (sodium hydride), COC1=CC=C(C=C1)C1=NC2=CC=CC=C2C=C1 (2-(4-methoxyphenyl)quinoline), COC1=CC=C(C=C1)O (4-methoxyphenol), ClC1=NC2=CC=CC=C2C=C1 (2-chloroquinoline). Solvent: CN(C=O)C (dimethyl formamide), CN(C=O)C (dimethylformamide), COCCOC (1,2-dimethoxyethane). Reaction conditions: temperature 5 celsius. Yields the product COC1=CC=C(OC2=NC3=CC=CC=C3C=C2)C=C1 (2-(4-Methoxyphenoxy)quinoline). Reaction SMILES: [H-].[Na+].[CH3:3][O:4][C:5]1[CH:10]=[CH:9][C:8]([OH:11])=[CH:7][CH:6]=1.Cl[C:13]1[CH:22]=[CH:21][C:20]2[C:15](=[CH:16][CH:17]=[CH:18][CH:19]=2)[N:14]=1.COC1C=CC(C2C=CC3C(=CC=CC=3)N=2)=CC=1>CN(C)C=O.COCCOC>[CH3:3][O:4][C:5]1[CH:10]=[CH:9][C:8]([O:11][C:13]2[CH:22]=[CH:21][C:20]3[C:15](=[CH:16][CH:17]=[CH:18][CH:19]=3)[N:14]=2)=[CH:7][CH:6]=1 |f:0.1|. Reported procedure: To a stirred suspension of 32 g. sodium hydride (52% suspension in mineral oil) in 475 ml. dimethylformamide and 475 ml. 1,2-dimethoxyethane was added, portionwise during about fifteen minutes, 59.5 g. 4-methoxyphenol followed by, after five minutes, a solution of 95.5 g. 2-chloroquinoline in 130 ml. dimethyl formamide in one portion and the resulting mixture was heated under reflux for sixteen hours, cooled to 5° C., poured into 4000 ml. ice-water and extracted with ether. The ether extract was... The reactants are C(F)(F)(F)C(F)(F)C(=O)F (CF3CF2COF), OCCOCCOC(C)CO (HO(CH2)2O(CH2)2OCH(CH3)CH2OH), C(=O)(O)[O-].[Na+] (NaHCO3). Run in C(Cl)(Cl)Cl (chloroform). Run at temperature 30 celsius, time 2 hour. Yields the product C(F)(F)(F)C(F)(F)C(=O)OCCOCCOC(C)COC(=O)C(F)(F)C(F)(F)F (CF3CF2COO(CH2)2O(CH2)2OCH(CH3)CH2OCOCF2CF3). RXN SMILES: [OH:1][CH2:2][CH2:3][O:4][CH2:5][CH2:6][O:7][CH:8]([CH2:10][OH:11])[CH3:9].[C:12]([C:16]([C:19](F)=[O:20])([F:18])[F:17])([F:15])([F:14])[F:13].[C:22]([O-:25])(O)=O.[Na+]>C(Cl)(Cl)Cl>[C:12]([C:16]([C:22]([O:1][CH2:2][CH2:3][O:4][CH2:5][CH2:6][O:7][CH:8]([CH2:10][O:11][C:19]([C:16]([C:12]([F:13])([F:14])[F:15])([F:17])[F:18])=[O:20])[CH3:9])=[O:25])([F:18])[F:17])([F:15])([F:14])[F:13] |f:2.3|. Procedure details: HO(CH2)2O(CH2)2OCH(CH3)CH2OH (5.1 g) obtained in Example 5-2 and chloroform (10 g) were charged into a flask and stirred while maintaining the internal temperature at 30° C. Together with nitrogen, CF3CF2COF (191 g) was supplied while maintaining the internal temperature at 30° C. After completion of the reaction, while supplying nitrogen gas, stirring was continued at an internal temperature of 30° C. for 2 hours, and then, a 5% NaHCO3 aqueous solution (30 ml) was added at an internal temperatu... The reactants are CC1(OC2=C(C1)C(=C(C(=C2C)C)NC(C)=O)C)CN2CCC(CC2)C2=CC=CC=C2 (N-[2,3-dihydro-2,4,6,7-tetramethyl-2-[(4-phenyl-1-piperidinyl)methyl]benzofuran-5-yl]acetamide), [H-].[Al+3].[Li+].[H-].[H-].[H-] (lithium aluminum hydride), O (water), C(C)(=O)OCC (ethyl acetate). Solvent: O1CCCC1 (tetrahydrofuran). The product is C(C)NC=1C(=C(C2=C(CC(O2)(CN2CCC(CC2)C2=CC=CC=C2)C)C1C)C)C (N-ethyl-2,3-dihydro-2,4,6,7-tetramethyl-2-[(4-phenyl-1-piperidinyl)methyl]-5-benzofuranamine). The yield is 64.7%. RXN SMILES: [CH3:1][C:2]1([CH2:18][N:19]2[CH2:24][CH2:23][CH:22]([C:25]3[CH:30]=[CH:29][CH:28]=[CH:27][CH:26]=3)[CH2:21][CH2:20]2)[CH2:6][C:5]2[C:7]([CH3:17])=[C:8]([NH:13][C:14](=O)[CH3:15])[C:9]([CH3:12])=[C:10]([CH3:11])[C:4]=2[O:3]1.[H-].[Al+3].[Li+].[H-].[H-].[H-].C(OCC)(=O)C.O>O1CCCC1>[CH2:14]([NH:13][C:8]1[C:9]([CH3:12])=[C:10]([CH3:11])[C:4]2[O:3][C:2]([CH3:1])([CH2:18][N:19]3[CH2:24][CH2:23][CH:22]([C:25]4[CH:26]=[CH:27][CH:28]=[CH:29][CH:30]=4)[CH2:21][CH2:20]3)[CH2:6][C:5]=2[C:7]=1[CH3:17])[CH3:15] |f:1.2.3.4.5.6|. Procedure details: To a solution of N-[2,3-dihydro-2,4,6,7-tetramethyl-2-[(4-phenyl-1-piperidinyl)methyl]benzofuran-5-yl]acetamide (0.56 g) in tetrahydrofuran (8 mL) was added 0.11 g of lithium aluminum hydride in small portions under ice-cooling. The mixture was then refluxed for 30 hours. After this reaction mixture was cooled with ice, 0.42 g Hyflo Super-Cel (tradename) and ethyl acetate were added, further followed by addition of water (0.2 mL). The mixture was stirred vigorously and, then, filtered and the fi... Starting materials: CO, Cl, N#CO[K], N#Cc1c(N)nc(SCCN)c(C#N)c1-c1ccc(O)cc1. Product: N#Cc1c(N)nc(SCCNC(N)=O)c(C#N)c1-c1ccc(O)cc1. RXN SMILES: [CH3:27][OH:28].[ClH:29].[K:23][O:24][C:25]#[N:26].[NH2:1][c:2]1[n:3][c:4]([S:19][CH2:20][CH2:21][NH2:22])[c:5]([C:17]#[N:18])[c:6](-[c:10]2[cH:11][cH:12][c:13]([OH:16])[cH:14][cH:15]2)[c:7]1[C:8]#[N:9]>>[NH2:1][c:2]1[n:3][c:4]([S:19][CH2:20][CH2:21][NH:22][C:25](=[O:24])[NH2:26])[c:5]([C:17]#[N:18])[c:6](-[c:10]2[cH:11][cH:12][c:13]([OH:16])[cH:14][cH:15]2)[c:7]1[C:8]#[N:9]. The reactants are ClC=1C=C(C=CC(=O)Cl)C=CC1 (3-chlorocinnamoyl chloride), C(C(C)C)N (isobutylamine). The solvent is C1(=CC=CC=C1)C (toluene), C1=CC=CC=C1 (benzene). Conditions: time 24 hour. The product is ClC=1C=C(/C=C/C(=O)NCC(C)C)C=CC1 (trans 3-chloro-N-isobutylcinnamamide). Reaction SMILES: [Cl:1][C:2]1[CH:3]=[C:4]([CH:10]=[CH:11][CH:12]=1)[CH:5]=[CH:6][C:7](Cl)=[O:8].[CH2:13]([NH2:17])[CH:14]([CH3:16])[CH3:15]>C1(C)C=CC=CC=1.C1C=CC=CC=1>[Cl:1][C:2]1[CH:3]=[C:4]([CH:10]=[CH:11][CH:12]=1)/[CH:5]=[CH:6]/[C:7]([NH:17][CH2:13][CH:14]([CH3:16])[CH3:15])=[O:8]. Procedure: A solution of 3-chlorocinnamoyl chloride (4g) in dry toluene (75 ml) was added with stirring to a solution of isobutylamine (12 ml) in dry benzene (200 ml). The reaction mixture was allowed to stand for 24 hours. The solvent was evaporated under reduced pressure and the residue thoroughly triturated with water, washed with dilute hydrochloric acid and then with water. The resulting crude product was recrystallized from ethanol-water (1:10) to give trans 3-chloro-N-isobutylcinnamamide (3.9 g), m.... Reactants: OBO, CNc1ncc(Br)n2ccnc12, Fc1ccccc1, [K+], [K+], O=C([O-])[O-], CN(C)C=O, O, c1ccc(P(c2ccccc2)(c2ccccc2)[Pd](P(c2ccccc2)(c2ccccc2)c2ccccc2)(P(c2ccccc2)(c2ccccc2)c2ccccc2)P(c2ccccc2)(c2ccccc2)c2ccccc2)cc1. Product: CNc1ncc(-c2ccc(F)cc2)n2ccnc12. As a reaction SMILES: [BH:13]([OH:14])[OH:15].[Br:1][c:2]1[cH:3][n:4][c:5]([NH:11][CH3:12])[c:6]2[n:7]1[cH:8][cH:9][n:10]2.[F:16][c:17]1[cH:18][cH:19][cH:20][cH:21][cH:22]1.[K+:23].[K+:24].[O-:25][C:26]([O-:27])=[O:28].[O:29]=[CH:30][N:31]([CH3:32])[CH3:33].[OH2:34].[cH:35]1[cH:36][cH:37][c:38]([P:39]([Pd:40]([P:41]([c:42]2[cH:43][cH:44][cH:45][cH:46][cH:47]2)([c:48]2[cH:49][cH:50][cH:51][cH:52][cH:53]2)[c:54]2[cH:55][cH:56][cH:57][cH:58][cH:59]2)([P:60]([c:61]2[cH:62][cH:63][cH:64][cH:65][cH:66]2)([c:67]2[cH:68][cH:69][cH:70][cH:71][cH:72]2)[c:73]2[cH:74][cH:75][cH:76][cH:77][cH:78]2)[P:79]([c:80]2[cH:81][cH:82][cH:83][cH:84][cH:85]2)([c:86]2[cH:87][cH:88][cH:89][cH:90][cH:91]2)[c:92]2[cH:93][cH:94][cH:95][cH:96][cH:97]2)([c:98]2[cH:99][cH:100][cH:101][cH:102][cH:103]2)[c:104]2[cH:105][cH:106][cH:107][cH:108][cH:109]2)[cH:110][cH:111]1>>[c:2]1(-[c:20]2[cH:19][cH:18][c:17]([F:16])[cH:22][cH:21]2)[cH:3][n:4][c:5]([NH:11][CH3:12])[c:6]2[n:7]1[cH:8][cH:9][n:10]2.